This data is from the Open Reaction Database (ORD), a public repository of structured organic reaction records. The task is: describe an organic reaction: reactants, conditions, products, and yield Reactants: CC(C)Oc1ccc(CCC2(C3CCCC3)CC(O)=C(Cl)C(=O)O2)cc1Cl, O=C1OC(CCC2=CCCCC2)(C2CCCC2)CC(O)=C1Cl, CC(C)n1c(S)nc2cc(Cl)ccc21, Sc1nnc(-c2ccncc2)[nH]1. The product is CC(C)Oc1ccc(CCC2(C3CCCC3)CC(O)=C(Sc3nc4cc(Cl)ccc4n3C(C)C)C(=O)O2)cc1Cl. Reaction SMILES: [Cl:1][C:2]1=[C:7]([OH:8])[CH2:6][C:5]([CH:9]2[CH2:10][CH2:11][CH2:12][CH2:13]2)([CH2:14][CH2:15][c:16]2[cH:17][c:18]([Cl:26])[c:19]([O:22][CH:23]([CH3:24])[CH3:25])[cH:20][cH:21]2)[O:4][C:3]1=[O:27].[Cl:28][C:29]1=[C:48]([OH:49])[CH2:47][C:33]([CH2:34][CH2:35][C:36]2=[CH:41][CH2:40][CH2:39][CH2:38][CH2:37]2)([CH:42]2[CH2:43][CH2:44][CH2:45][CH2:46]2)[O:32][C:30]1=[O:31].[Cl:50][c:51]1[cH:52][c:53]2[c:54]([n:55]([CH:59]([CH3:60])[CH3:61])[c:56]([SH:58])[n:57]2)[cH:62][cH:63]1.[n:64]1[cH:65][cH:66][c:67](-[c:68]2[nH:69][c:70]([SH:71])[n:72][n:73]2)[cH:74][cH:75]1>>[C:2]1([S:58][c:56]2[n:55]([CH:59]([CH3:60])[CH3:61])[c:54]3[c:53]([cH:52][c:51]([Cl:50])[cH:63][cH:62]3)[n:57]2)=[C:7]([OH:8])[CH2:6][C:5]([CH:9]2[CH2:10][CH2:11][CH2:12][CH2:13]2)([CH2:14][CH2:15][c:16]2[cH:17][c:18]([Cl:26])[c:19]([O:22][CH:23]([CH3:24])[CH3:25])[cH:20][cH:21]2)[O:4][C:3]1=[O:27]. Reactants: C1(=CC=CC=C1)O (Phenol), C([O-])([O-])=O.[K+].[K+] (potassium carbonate), BrC=1C=C(C(=CC1)CBr)C(=O)OC (methyl 4-bromo-α-bromo-2-toluate). Solvent: CN(C=O)C (N,N-dimethylformamide). Product: BrC1=CC(=C(C(=O)O)C=C1)OC1=CC=CC=C1 (4-bromo-2-phenoxybenzoic acid). Yield: 68.2%. As a reaction SMILES: [C:1]1([OH:7])[CH:6]=[CH:5][CH:4]=[CH:3][CH:2]=1.[C:8](=[O:11])([O-])[O-:9].[K+].[K+].[Br:14][C:15]1[CH:16]=[C:17](C(OC)=O)[C:18](CBr)=[CH:19][CH:20]=1>CN(C)C=O>[Br:14][C:15]1[CH:20]=[CH:19][C:18]([C:8]([OH:9])=[O:11])=[C:17]([O:7][C:1]2[CH:6]=[CH:5][CH:4]=[CH:3][CH:2]=2)[CH:16]=1 |f:1.2.3|. Procedure: Phenol (8 g, 85 mmole) and potassium carbonate (11.7 g, 85 mmole) in 150 mL of N,N-dimethylformamide was reacted with methyl 4-bromo-α-bromo-2-toluate (20 g, 65 mmole) by the procedure of Example 2, step a and followed with alkaline hydrolysis by the procedure of Example 2, step b to give the crude 4-bromo-2-phenoxybenzoic acid (13 g) which was used without further purification.